From a dataset of the Open Reaction Database (ORD), a public repository of structured organic reaction records. describe an organic reaction: reactants, conditions, products, and yield The reactants are C(CCCCCCCCCCCCCCC)(=O)OCC(O)COC(CCCCCCCCCCCCCCC)=O (1,3-Dipalmitoylglycerol), ClC(=O)OC(C)Cl (1-chloroethyl chloroformate), N1=CC=CC=C1 (pyridine). The solvent is ClCCl (dichloromethane), C(Cl)(Cl)Cl (chloroform). Reaction conditions: time 5 day. Yields the product ClC(C)OC(=O)OC(COC(CCCCCCCCCCCCCCC)=O)COC(CCCCCCCCCCCCCCC)=O (2-(1-Chloroethoxycarbonyl)-1,3-dipalmitoylglycerol). As a reaction SMILES: [C:1]([O:18][CH2:19][CH:20]([CH2:22][O:23][C:24](=[O:40])[CH2:25][CH2:26][CH2:27][CH2:28][CH2:29][CH2:30][CH2:31][CH2:32][CH2:33][CH2:34][CH2:35][CH2:36][CH2:37][CH2:38][CH3:39])[OH:21])(=[O:17])[CH2:2][CH2:3][CH2:4][CH2:5][CH2:6][CH2:7][CH2:8][CH2:9][CH2:10][CH2:11][CH2:12][CH2:13][CH2:14][CH2:15][CH3:16].Cl[C:42]([O:44][CH:45]([Cl:47])[CH3:46])=[O:43].N1C=CC=CC=1>C(Cl)(Cl)Cl.ClCCl>[Cl:47][CH:45]([O:44][C:42]([O:21][CH:20]([CH2:22][O:23][C:24](=[O:40])[CH2:25][CH2:26][CH2:27][CH2:28][CH2:29][CH2:30][CH2:31][CH2:32][CH2:33][CH2:34][CH2:35][CH2:36][CH2:37][CH2:38][CH3:39])[CH2:19][O:18][C:1](=[O:17])[CH2:2][CH2:3][CH2:4][CH2:5][CH2:6][CH2:7][CH2:8][CH2:9][CH2:10][CH2:11][CH2:12][CH2:13][CH2:14][CH2:15][CH3:16])=[O:43])[CH3:46]. Procedure: 1,3-Dipalmitoylglycerol (2.5 g, 4.39 mmol) and 1-chloroethyl chloroformate (1.26 g, 8.79 mmol) were dissolved in chloroform (50 ml). To this was added anhydrous pyridine dropwise. The reaction mixture was stirred at ambient temperature for 5 days, diluted with dichloromethane and extracted with 0.5N HCl solution. The organic layer was washed with a saturated sodium bicarbonate solution, washed again with water, dried over sodium sulphate and concentrated to dryness. The waxy residue was dried un... Reactants: Cl (HCl), NC=1C(=C(C=CC1C)O)C (3-amino-2,4-dimethyl-phenol), C(=O)(O)[O-].[Na+] (NaHCO3), FC1=C(C(=O)O)C=C(C=C1)C1=CC(=CC=C1)F (2-fluoro-5-(3-fluorophenyl)benzoic acid), C(C(=O)Cl)(=O)Cl (oxalyl chloride). Solvent: C1CCOC1 (THF), C(Cl)Cl (DCM), C1CCOC1 (THF), CN(C)C=O (DMF). Reaction conditions: time 1 hour. Product: FC1=C(C(=O)NC2=C(C(=CC=C2C)O)C)C=C(C=C1)C1=CC(=CC=C1)F (2-Fluoro-5-(3-fluorophenyl)-N-(3-hydroxy-2,6-dimethyl-phenyl)benzamide). The yield is 41.9%. RXN SMILES: [F:1][C:2]1[CH:10]=[CH:9][C:8]([C:11]2[CH:16]=[CH:15][CH:14]=[C:13]([F:17])[CH:12]=2)=[CH:7][C:3]=1[C:4]([OH:6])=O.C(Cl)(=O)C(Cl)=O.[NH2:24][C:25]1[C:26]([CH3:33])=[C:27]([OH:32])[CH:28]=[CH:29][C:30]=1[CH3:31].C([O-])(O)=O.[Na+].Cl>C(Cl)Cl.C1COCC1.CN(C=O)C>[F:1][C:2]1[CH:10]=[CH:9][C:8]([C:11]2[CH:16]=[CH:15][CH:14]=[C:13]([F:17])[CH:12]=2)=[CH:7][C:3]=1[C:4]([NH:24][C:25]1[C:30]([CH3:31])=[CH:29][CH:28]=[C:27]([OH:32])[C:26]=1[CH3:33])=[O:6] |f:3.4|. Procedure details: To a mixture of 2-fluoro-5-(3-fluorophenyl)benzoic acid (intermediate III(a)) (632 mg, 2.7 mmol, 1.0 eq) and oxalyl chloride (1.03 g, 8.1 mmol, 3.0 eq) in DCM (30 mL) was added DMF (0.3 mL). The reaction mixture was stirred at room temperature for 1 h. The resulting mixture was concentrated to remove the solvent and excess oxalyl chloride then the residue obtained was dissolved in THF (20 mL). This solution was added dropwise to a suspension of 3-amino-2,4-dimethyl-phenol (370 mg, 2.7 mmol, 1.0 ... Starting materials: [Li]C(C)(C)C, O=C(Cl)c1ccccc1, C1CCOC1, CNC(=O)c1cc(C)c(C)s1. Yields the product CNC(=O)c1sc(C)c(C)c1C(=O)c1ccccc1. As a reaction SMILES: [C:12]([Li:13])([CH3:14])([CH3:15])[CH3:16].[C:17]([c:18]1[cH:19][cH:20][cH:21][cH:22][cH:23]1)(=[O:24])[Cl:25].[CH2:26]1[O:27][CH2:28][CH2:29][CH2:30]1.[CH3:1][NH:2][C:3](=[O:4])[c:5]1[s:6][c:7]([CH3:11])[c:8]([CH3:10])[cH:9]1>>[CH3:1][NH:2][C:3](=[O:4])[c:5]1[s:6][c:7]([CH3:11])[c:8]([CH3:10])[c:9]1[C:17]([c:18]1[cH:19][cH:20][cH:21][cH:22][cH:23]1)=[O:24]. Reaction SMILES: [H-:32].[Na+:33].[O:35]1[CH2:36][CH2:37][CH2:38][CH2:39]1.[OH2:34].[OH:1][CH:2]1[CH:3]([n:16]2[c:17](=[O:31])[c:18]([C:27]([CH3:28])([CH3:29])[CH3:30])[c:19]([CH2:22][O:23][SiH:24]([CH3:25])[CH3:26])[cH:20][cH:21]2)[c:4]2[c:5]([cH:10][cH:11][c:12]([C:14]#[N:15])[cH:13]2)[O:6][C:7]1([CH3:8])[CH3:9]>>[CH:2]1=[C:3]([n:16]2[c:17](=[O:31])[c:18]([C:27]([CH3:28])([CH3:29])[CH3:30])[c:19]([CH2:22][O:23][SiH:24]([CH3:25])[CH3:26])[cH:20][cH:21]2)[c:4]2[c:5]([cH:10][cH:11][c:12]([C:14]#[N:15])[cH:13]2)[O:6][C:7]1([CH3:8])[CH3:9]. The reactants are [H-], [Na+], C1CCOC1, O, C[SiH](C)OCc1ccn(C2c3cc(C#N)ccc3OC(C)(C)C2O)c(=O)c1C(C)(C)C. The product is C[SiH](C)OCc1ccn(C2=CC(C)(C)Oc3ccc(C#N)cc32)c(=O)c1C(C)(C)C. Reactants: ClC[C@H]1C[C@@H]2[C@@](N=C(SC2)NC(C2=CC=CC=C2)=O)(CO1)C1=C(C=C(C=C1)F)F (N-[(4aR,6R,8aS)-6-(Chloromethyl)-8a-(2,4-difluorophenyl)-4,4a,5,6,8,8a-hexahydropyrano[3,4-d][1,3]thiazin-2-yl]benzamide), C(C)[BH-](CC)CC.[Li+] (Lithium triethylborohydride). The solvent is O1CCCC1 (tetrahydrofuran). Run at temperature 0 celsius, time 18 hour. Yields the product FC1=C(C=CC(=C1)F)[C@@]12N=C(SC[C@@H]1C[C@@H](OC2)C)NC(C2=CC=CC=C2)=O (N-[(4aR,6S,8aS)-8a-(2,4-difluorophenyl)-6-methyl-4,4a,5,6,8,8a-hexahydropyrano[3,4-d][1,3]thiazin-2-yl]benzamide). Reaction SMILES: Cl[CH2:2][C@@H:3]1[O:21][CH2:20][C@:6]2([C:22]3[CH:27]=[CH:26][C:25]([F:28])=[CH:24][C:23]=3[F:29])[N:7]=[C:8]([NH:11][C:12](=[O:19])[C:13]3[CH:18]=[CH:17][CH:16]=[CH:15][CH:14]=3)[S:9][CH2:10][C@@H:5]2[CH2:4]1.C([BH-](CC)CC)C.[Li+]>O1CCCC1>[F:29][C:23]1[CH:24]=[C:25]([F:28])[CH:26]=[CH:27][C:22]=1[C@:6]12[CH2:20][O:21][C@@H:3]([CH3:2])[CH2:4][C@H:5]1[CH2:10][S:9][C:8]([NH:11][C:12](=[O:19])[C:13]1[CH:14]=[CH:15][CH:16]=[CH:17][CH:18]=1)=[N:7]2 |f:1.2|. Procedure: N-[(4aR,6R,8aS)-6-(Chloromethyl)-8a-(2,4-difluorophenyl)-4,4a,5,6,8,8a-hexahydropyrano[3,4-d][1,3]thiazin-2-yl]benzamide (C21) (1.88 g, 4.30 mmol) was dissolved in tetrahydrofuran and cooled to 0° C. Lithium triethylborohydride (1 M in tetrahydrofuran, 34.4 mL, 34.4 mmol) was added drop-wise, and the reaction mixture was allowed to warm to room temperature. After 18 hours, the reaction mixture was partitioned between aqueous sodium bicarbonate solution and ethyl acetate. The aqueous layer was ex... The reactants are CN1C=NC(=C1NC(N)=S)C(=O)N (1-Methyl-5-(thiocarbamoyl)amino-1H-imidazole-4-carboxamide), O (H2O). Reagents/catalysts: C(C)(=O)[O-].[Cu+2].C(C)(=O)[O-] (Copper acetate), [Cu]=S (copper sulphide). Solvent: [OH-].[Na+] (sodium hydroxide). Product: CN1C=2N=C(NC(C2N=C1)=O)N (9-Methylguanine). The yield is 95.8%. As a reaction SMILES: [CH3:1][N:2]1[C:6]([NH:7][C:8](=S)[NH2:9])=[C:5]([C:11]([NH2:13])=[O:12])[N:4]=[CH:3]1.O>[OH-].[Na+].C([O-])(=O)C.[Cu+2].C([O-])(=O)C.[Cu]=S>[CH3:1][N:2]1[CH:3]=[N:4][C:5]2[C:11](=[O:12])[NH:13][C:8]([NH2:9])=[N:7][C:6]1=2 |f:2.3,4.5.6|. Procedure details: 1-Methyl-5-(thiocarbamoyl)amino-1H-imidazole-4-carboxamide (3.98 g, 20 mM) was dissolved in 1N sodium hydroxide (160 ml). Copper acetate, H2O (4.6 g, 23 mM) was added and the reaction mixture as then refluxed for 1 hour. After cooling to 50° C. the formed copper sulphide was filtered off. The filtrate was acidified with acetic acid to pH 5.0. The resulting product was filtered off at 25° C. washed with water and dried. Hereby was isolated 3.16 g (96%) of the title compound as a white powder, mp.... The reactants are C(C)(=O)N(OC(C)=O)C(C)C1=CC=C(C=C1)N1C(=CC=C1C)C (N-acetyl-N-acetyloxy-1-[4-(2,5-dimethyl-1H-pyrrol-1-yl)-phenyl]-ethylamine), C([O-])([O-])=O.[K+].[K+] (potassium carbonate). Solvent: CO (methanol). Reaction conditions: time 8 hour. The product is C(C)(=O)N(O)C(C)C1=CC=C(C=C1)N1C(=CC=C1C)C (N-acetyl-N-hydroxy-1-[4-(2,5-dimethyl-1H-pyrrol-1-yl)-phenyl]-ethylamine). RXN SMILES: [C:1]([N:4]([CH:9]([C:11]1[CH:16]=[CH:15][C:14]([N:17]2[C:21]([CH3:22])=[CH:20][CH:19]=[C:18]2[CH3:23])=[CH:13][CH:12]=1)[CH3:10])[O:5]C(=O)C)(=[O:3])[CH3:2].C(=O)([O-])[O-].[K+].[K+]>CO>[C:1]([N:4]([CH:9]([C:11]1[CH:16]=[CH:15][C:14]([N:17]2[C:18]([CH3:23])=[CH:19][CH:20]=[C:21]2[CH3:22])=[CH:13][CH:12]=1)[CH3:10])[OH:5])(=[O:3])[CH3:2] |f:1.2.3|. Procedure details: A mixture of 1.4 g of N-acetyl-N-acetyloxy-1-[4-(2,5-dimethyl-1H-pyrrol-1-yl)-phenyl]-ethylamine and 7.0 g of potassium carbonate in 70 ml of methanol is stirred at room temperature overnight and then evaporated to dryness. The residue is suspended in water and the product is extracted with ethyl acetate. The ethyl-acetate extract is washed with brine, dried and evaporated to dryness. The residue is purified by chromatography on silica gel to yield N-acetyl-N-hydroxy-1-[4-(2,5-dimethyl-1H-pyrrol... Starting materials: [Na].S(=O)(=O)=CC1=NC(=CN=C1)C (2-sulfonylmethyl-6-methylpyrazine sodium salt), CI (methyl iodide). Product: CN1CC(=NC(=C1)C)C=S(=O)=O (1-Methyl-3-sulfonylmethyl-5-methylpyrazine). Reaction SMILES: [Na].[S:2](=[CH:5][C:6]1[CH:11]=[N:10][CH:9]=[C:8]([CH3:12])[N:7]=1)(=[O:4])=[O:3].[CH3:13]I>>[CH3:13][N:10]1[CH:9]=[C:8]([CH3:12])[N:7]=[C:6]([CH:5]=[S:2](=[O:3])=[O:4])[CH2:11]1 |f:0.1,^1:0|. Procedure details: 4.0 g of 2-sulfonylmethyl-6-methylpyrazine sodium salt (2900) was added to a solution of 15 ml methyl iodide/30 ml methanol and the mixture refluxed for 4 days. It was then cooled and filtered. The solid was chromatographed (Biogel P-2/water) and freeze-dried to give 3.4 g of product (3000). It was recrystallized from propanol/water, m.p.>280° (dec.). UV H2O max: 288 (3.92). Reactants: ice water, Cl (HCl), N1(CCCC1)S(=O)(=O)C(C)S(=O)(=O)N (1-pyrrolidinosulfonylethanesulfonamide), COC1=NC(=NC(=C1)OC)NC(OC1=CC=CC=C1)=O (phenyl 4,6-dimethoxypyrimidin-2-ylcarbamate), N12CCCCCC2=NCCC1 (1,8-diazabicyclo[5.4.0]undec-7-ene). Run in C(C)#N (acetonitrile). Run at time 5 hour. Yields the product COC1=NC(=NC(=C1)OC)NC(NS(=O)(=O)C(C)S(=O)(=O)N1CCCC1)=O (3-(4,6-dimethoxypyrimidin-2-yl)-1-(1-pyrrolidinosulfonylethylsulfonyl)urea). Reaction SMILES: [N:1]1([S:6]([CH:9]([S:11]([NH2:14])(=[O:13])=[O:12])[CH3:10])(=[O:8])=[O:7])[CH2:5][CH2:4][CH2:3][CH2:2]1.[CH3:15][O:16][C:17]1[CH:22]=[C:21]([O:23][CH3:24])[N:20]=[C:19]([NH:25][C:26](=O)[O:27]C2C=CC=CC=2)[N:18]=1.N12CCCN=C1CCCCC2.Cl>C(#N)C>[CH3:24][O:23][C:21]1[CH:22]=[C:17]([O:16][CH3:15])[N:18]=[C:19]([NH:25][C:26](=[O:27])[NH:14][S:11]([CH:9]([S:6]([N:1]2[CH2:5][CH2:4][CH2:3][CH2:2]2)(=[O:7])=[O:8])[CH3:10])(=[O:13])=[O:12])[N:20]=1. Procedure: To 3.6 g (0.015 mol) of 1-pyrrolidinosulfonylethanesulfonamide (Example 1a) and 4.0 g (0.019 mol) of phenyl 4,6-dimethoxypyrimidin-2-ylcarbamate in 40 ml of acetonitrile there are added 2.9 g (0.019 mol) of 1,8-diazabicyclo[5.4.0]undec-7-ene (DBU). After the mixture has been stirred for five hours at room temperature, it is treated with 250 ml of ice/water and acidified with HCl to pH 2. Extraction with dichloromethane, drying and evaporation give crude 3-(4,6-dimethoxypyrimidin-2-yl)-1-(1-pyrro...